Dataset: the Open Reaction Database (ORD), a public repository of structured organic reaction records. Task: describe an organic reaction: reactants, conditions, products, and yield Reactants: CCOC(C)=O, Cl, [H-], [Na+], c1ccc2c(-c3ccc(C4OCCCO4)o3)n[nH]c2c1, CN(C)C=O, O, ClCc1ccncc1. The product is c1ccc2c(c1)c(-c1ccc(C3OCCCO3)o1)nn2Cc1ccncc1. As a reaction SMILES: [CH3:38][CH2:39][O:40][C:41](=[O:42])[CH3:43].[ClH:23].[H-:22].[Na+:21].[O:1]1[CH:2]([c:7]2[cH:8][cH:9][c:10](-[c:12]3[n:13][nH:14][c:15]4[cH:16][cH:17][cH:18][cH:19][c:20]34)[o:11]2)[O:3][CH2:4][CH2:5][CH2:6]1.[O:33]=[CH:34][N:35]([CH3:36])[CH3:37].[OH2:32].[cH:24]1[cH:25][c:26]([CH2:30][Cl:31])[cH:27][cH:28][n:29]1>>[O:1]1[CH:2]([c:7]2[cH:8][cH:9][c:10](-[c:12]3[n:13][n:14]([CH2:30][c:26]4[cH:25][cH:24][n:29][cH:28][cH:27]4)[c:15]4[cH:16][cH:17][cH:18][cH:19][c:20]34)[o:11]2)[O:3][CH2:4][CH2:5][CH2:6]1. Starting materials: C(C1=CC=CC=C1)Br (benzyl bromide), C(C1=CC=CC=C1)N1[C@@]2([C@@H](CC[C@H]1CC2)O)C2=CC=CC=C2 ((1R*,2R*,5R*)-8-Benzyl-1-phenyl-8-azabicyclo[3.2.1]octan-2-ol), [H-].[Na+] (sodium hydride), FC(C1=C(CBr)C=C(C=C1)C(F)(F)F)(F)F (2,5-bis(trifluoromethyl)benzyl bromide). Run in O (water), C1CCOC1 (THF). The product is C(C1=CC=CC=C1)N1[C@@]2([C@@H](CC[C@H]1CC2)OCC2=C(C=CC(=C2)C(F)(F)F)C(F)(F)F)C2=CC=CC=C2 ((1R*,2R*,5R*)-8-Benzyl-2-[2,5-bis(trifluoromethyl)phenylmethoxy]-1-phenyl-8-azabicyclo[3.2.1]octane). As a reaction SMILES: [CH2:1]([N:8]1[C@@H:13]2[CH2:14][CH2:15][C@@:9]1([C:17]1[CH:22]=[CH:21][CH:20]=[CH:19][CH:18]=1)[C@H:10]([OH:16])[CH2:11][CH2:12]2)[C:2]1[CH:7]=[CH:6][CH:5]=[CH:4][CH:3]=1.[H-].[Na+].[F:25][C:26]([F:40])([F:39])[C:27]1[CH:34]=[CH:33][C:32]([C:35]([F:38])([F:37])[F:36])=[CH:31][C:28]=1[CH2:29]Br.C(Br)C1C=CC=CC=1>O.C1COCC1>[CH2:1]([N:8]1[C@@H:13]2[CH2:14][CH2:15][C@@:9]1([C:17]1[CH:22]=[CH:21][CH:20]=[CH:19][CH:18]=1)[C@H:10]([O:16][CH2:29][C:28]1[CH:31]=[C:32]([C:35]([F:37])([F:38])[F:36])[CH:33]=[CH:34][C:27]=1[C:26]([F:25])([F:39])[F:40])[CH2:11][CH2:12]2)[C:2]1[CH:3]=[CH:4][CH:5]=[CH:6][CH:7]=1 |f:1.2|. Procedure details: (1R*,2R*,5R*)-8-Benzyl-1-phenyl-8-azabicyclo[3.2.1]octan-2-ol (Description 9; 151 mg, 0.52 mmol) was treated with sodium hydride (41 mg, 60% in oil, 1.03 mmol) at 0° C. in a solution of THF (2 ml) and allowed to warm to room temperature. The mixture was recooled to 0° C. and 2,5-bis(trifluoromethyl)benzyl bromide (0.24 ml, 1.30 mmol) added and the mixture heated to 50° C. for 2 days. A further 1.30 mmol of the benzyl bromide was added and the mixture further heated for 50° C. for 2 days. The rea...